Dataset: the Open Reaction Database (ORD), a public repository of structured organic reaction records. Task: describe an organic reaction: reactants, conditions, products, and yield Starting materials: C1CCOC1, COC(=O)C(CSCc1ccc(-c2cccc(CN3CCCc4ccc(C(F)(F)F)cc43)c2)cc1)NC(=O)OC(C)(C)C, CO, Cl, [Na+], [OH-]. The product is CC(C)(C)OC(=O)NC(CSCc1ccc(-c2cccc(CN3CCCc4ccc(C(F)(F)F)cc43)c2)cc1)C(=O)O. As a reaction SMILES: [CH2:47]1[O:48][CH2:49][CH2:50][CH2:51]1.[CH3:1][O:2][C:3]([CH:4]([CH2:5][S:6][CH2:7][c:8]1[cH:9][cH:10][c:11](-[c:14]2[cH:15][c:16]([CH2:20][N:21]3[CH2:22][CH2:23][CH2:24][c:25]4[cH:26][cH:27][c:28]([C:31]([F:32])([F:33])[F:34])[cH:29][c:30]43)[cH:17][cH:18][cH:19]2)[cH:12][cH:13]1)[NH:35][C:36](=[O:37])[O:38][C:39]([CH3:40])([CH3:41])[CH3:42])=[O:43].[CH3:52][OH:53].[ClH:46].[Na+:45].[OH-:44]>>[O:2]=[C:3]([CH:4]([CH2:5][S:6][CH2:7][c:8]1[cH:9][cH:10][c:11](-[c:14]2[cH:15][c:16]([CH2:20][N:21]3[CH2:22][CH2:23][CH2:24][c:25]4[cH:26][cH:27][c:28]([C:31]([F:32])([F:33])[F:34])[cH:29][c:30]43)[cH:17][cH:18][cH:19]2)[cH:12][cH:13]1)[NH:35][C:36](=[O:37])[O:38][C:39]([CH3:40])([CH3:41])[CH3:42])[OH:43]. Starting materials: COC=1C=C2C=CC(=CC2=CC1)CC(=O)O ((6-methoxy-2-naphthyl)acetic acid), C(OC)(OC)=O (dimethyl carbonate), C(=O)([O-])[O-].[K+].[K+] (K2CO3), ester. Run at time 8 hour. Product: COC=1C=C2C=CC(=CC2=CC1)CC(=O)OC (methyl (6-methoxy-2-naphthyl)acetate). RXN SMILES: [CH3:1][O:2][C:3]1[CH:4]=[C:5]2[C:10](=[CH:11][CH:12]=1)[CH:9]=[C:8]([CH2:13][C:14]([OH:16])=[O:15])[CH:7]=[CH:6]2.[C:17](=O)(OC)OC.C([O-])([O-])=O.[K+].[K+]>>[CH3:1][O:2][C:3]1[CH:4]=[C:5]2[C:10](=[CH:11][CH:12]=1)[CH:9]=[C:8]([CH2:13][C:14]([O:16][CH3:17])=[O:15])[CH:7]=[CH:6]2 |f:2.3.4|. Procedure: Alternatively, the reaction for the selective methylation can be carried out by reacting a mixture of (6-methoxy-2-naphthyl)acetic acid, dimethyl carbonate and K2CO3, in the 1:20:2 molar ratio, in autoclave at a temperature of 220° C. The reaction is completed within about 8 hours. (In this case DMC acts first as a methylating agent for the carboxylic group, through an already known reaction; then the monomethylation reaction takes place on the resulting ester). Starting materials: COC=1C=C2C(=NC=NC2=CC1OC[C@H]1OC1)OC=1C=C2C=C(NC2=CC1)C ((2S)-6-methoxy-4-(2-methylindol-5-yloxy)-7-(oxiran-2-ylmethoxy)quinazoline), C(C)(C)N (isopropylamine). Solvent: C1CCOC1 (THF). Conditions: temperature 75 celsius, time 18 hour. Product: O[C@H](COC1=C(C=C2C(=NC=NC2=C1)OC=1C=C2C=C(NC2=CC1)C)OC)CNC(C)C ((2S)-7-(2-hydroxy-3-(isopropylamino)propoxy)-6-methoxy-4-(2-methylindol-5-yloxy)quinazoline). Yield: 73.0%. Reaction SMILES: [CH3:1][O:2][C:3]1[CH:4]=[C:5]2[C:10](=[CH:11][C:12]=1[O:13][CH2:14][C@@H:15]1[CH2:17][O:16]1)[N:9]=[CH:8][N:7]=[C:6]2[O:18][C:19]1[CH:20]=[C:21]2[C:25](=[CH:26][CH:27]=1)[NH:24][C:23]([CH3:28])=[CH:22]2.[CH:29]([NH2:32])([CH3:31])[CH3:30]>C1COCC1>[OH:16][C@@H:15]([CH2:17][NH:32][CH:29]([CH3:31])[CH3:30])[CH2:14][O:13][C:12]1[CH:11]=[C:10]2[C:5]([C:6]([O:18][C:19]3[CH:20]=[C:21]4[C:25](=[CH:26][CH:27]=3)[NH:24][C:23]([CH3:28])=[CH:22]4)=[N:7][CH:8]=[N:9]2)=[CH:4][C:3]=1[O:2][CH3:1]. Procedure: A mixture of (2S)-6-methoxy-4-(2-methylindol-5-yloxy)-7-(oxiran-2-ylmethoxy)quinazoline (250 mg, 0.66 m.mol), (prepared as described for the starting material in Example 304), and isopropylamine (1.5 ml) in THF (10 ml) was stirred at 75° C. for 18 hours under an atmosphere of nitrogen and then allowed to cool to ambient temperature. The mixture was filtered and the filtrate evaporated in vacuo. The residue was purified by silica gel chromatography using gradient elution with dichloromethane/meth... Starting materials: O=C(O)c1cc(Br)c(F)c(S(=O)(=O)Cl)c1, C1COCCN1, CCOC(C)=O, CCN(C(C)C)C(C)C, C1COCCO1, O. The product is O=C(O)c1cc(Br)c(F)c(S(=O)(=O)N2CCOCC2)c1. RXN SMILES: [Br:1][c:2]1[cH:3][c:4]([C:5](=[O:6])[OH:7])[cH:8][c:9]([S:12](=[O:13])(=[O:14])[Cl:15])[c:10]1[F:11].[CH2:25]1[CH2:26][O:27][CH2:28][CH2:29][NH:30]1.[CH3:38][CH2:39][O:40][C:41]([CH3:42])=[O:43].[CH:16]([N:17]([CH2:18][CH3:19])[CH:20]([CH3:21])[CH3:22])([CH3:23])[CH3:24].[O:32]1[CH2:33][CH2:34][O:35][CH2:36][CH2:37]1.[OH2:31]>>[Br:1][c:2]1[cH:3][c:4]([C:5](=[O:6])[OH:7])[cH:8][c:9]([S:12](=[O:13])(=[O:14])[N:30]2[CH2:25][CH2:26][O:27][CH2:28][CH2:29]2)[c:10]1[F:11]. Reactants: CCCN(C)c1cc(NC(=O)OC(C)(C)C)c(NC(=O)CC(=O)c2cccc(-c3ccnc(C)c3)c2)cc1C(F)(F)F, ClCCl, O=C(O)C(F)(F)F. Product: CCCN(C)c1cc2c(cc1C(F)(F)F)NC(=O)CC(c1cccc(-c3ccnc(C)c3)c1)=N2. Reaction SMILES: [C:1]([O:2][C:3](=[O:4])[NH:7][c:8]1[c:9]([NH:23][C:24]([CH2:25][C:26](=[O:5])[c:28]2[cH:29][c:30](-[c:34]3[cH:35][c:36]([CH3:40])[n:37][cH:38][cH:39]3)[cH:31][cH:32][cH:33]2)=[O:41])[cH:10][c:11]([C:19]([F:20])([F:21])[F:22])[c:12]([N:14]([CH2:15][CH2:16][CH3:17])[CH3:18])[cH:13]1)([CH3:6])([CH3:27])[CH3:42].[Cl:50][CH2:51][Cl:52].[F:43][C:44]([F:45])([F:46])[C:47]([OH:48])=[O:49]>>[N:7]1=[C:26]([c:28]2[cH:29][c:30](-[c:34]3[cH:35][c:36]([CH3:40])[n:37][cH:38][cH:39]3)[cH:31][cH:32][cH:33]2)[CH2:25][C:24](=[O:41])[NH:23][c:9]2[c:8]1[cH:13][c:12]([N:14]([CH2:15][CH2:16][CH3:17])[CH3:18])[c:11]([C:19]([F:20])([F:21])[F:22])[cH:10]2. Starting materials: CC1=CC=C(C=CC(=O)O)C=C1 (p-methylcinnamic acid), S(=O)(Cl)Cl (thionyl chloride). Solvent: C1=CC=CC=C1 (benzene). Product: CC1=CC=C(C=CC(=O)Cl)C=C1 (p-methylcinnamoyl chloride). Reaction SMILES: [CH3:1][C:2]1[CH:12]=[CH:11][C:5]([CH:6]=[CH:7][C:8](O)=[O:9])=[CH:4][CH:3]=1.S(Cl)([Cl:15])=O>C1C=CC=CC=1>[CH3:1][C:2]1[CH:12]=[CH:11][C:5]([CH:6]=[CH:7][C:8]([Cl:15])=[O:9])=[CH:4][CH:3]=1. Procedure details: 100 ml of benzene was added to 16.2 grams of p-methylcinnamic acid. 12 ml of thionyl chloride was added dropwise slowly thereto at ambient temperature. The temperature was elevated to 70° C. and the heating was continued until foaming ceased. Benzene and thionyl chloride were distilled off and the residue was dried thoroughly under reduced pressure. The reactants are [H-].[Na+] (sodium hydride), C(C1=CC=CC=C1)N(C(=O)C1CCN(CC1)C(=O)C=1NC2=CC=CC=C2C1)C (N-benzyl-1-(1H-indole-2-carbonyl)-N-methylpiperidine-4-carboxamide), CC1=CC=C(C=C1)S(=O)(=O)OCCOC (2-methoxyethyl 4-methylbenzenesulfonate). Solvent: CN(C)C=O (DMF), O (water), C(C)(=O)OCC (ethyl acetate), CN(C)C=O (DMF). Reaction conditions: temperature 70 celsius, time 8 hour. Product: C(C1=CC=CC=C1)N(C(=O)C1CCN(CC1)C(=O)C=1N(C2=CC=CC=C2C1)CCOC)C (N-benzyl-1-(1-(2-methoxyethyl)-1H-indole-2-carbonyl)-N-methylpiperidine-4-carboxamide). Reaction SMILES: [CH2:1]([N:8]([CH3:28])[C:9]([CH:11]1[CH2:16][CH2:15][N:14]([C:17]([C:19]2[NH:20][C:21]3[C:26]([CH:27]=2)=[CH:25][CH:24]=[CH:23][CH:22]=3)=[O:18])[CH2:13][CH2:12]1)=[O:10])[C:2]1[CH:7]=[CH:6][CH:5]=[CH:4][CH:3]=1.[H-].[Na+].CC1C=CC(S(O[CH2:42][CH2:43][O:44][CH3:45])(=O)=O)=CC=1>CN(C=O)C.O.C(OCC)(=O)C>[CH2:1]([N:8]([CH3:28])[C:9]([CH:11]1[CH2:16][CH2:15][N:14]([C:17]([C:19]2[N:20]([CH2:42][CH2:43][O:44][CH3:45])[C:21]3[C:26]([CH:27]=2)=[CH:25][CH:24]=[CH:23][CH:22]=3)=[O:18])[CH2:13][CH2:12]1)=[O:10])[C:2]1[CH:7]=[CH:6][CH:5]=[CH:4][CH:3]=1 |f:1.2|. Procedure details: N-benzyl-1-(1H-indole-2-carbonyl)-N-methylpiperidine-4-carboxamide (50 mg, 0.133 mmol) dissolved in 0.5 mL of DMF was added to a suspension of sodium hydride (7.99 mg, 0.200 mmol) in 1.0 mL of DMF. The reaction was heated at 70° C. for ten minutes before adding 2-methoxyethyl 4-methylbenzenesulfonate (0.144 mL, 0.266 mmol). The reaction was allowed to stir overnight. After 18 hours, the reaction was cooled to room temperature before diluting with water and ethyl acetate. The organic phase was wa... Reactants: C(C)(=O)O (acetic acid), C(CC)(=O)Cl (propionyl chloride), anhydrides. The product is C(CC)(=O)O (propionic acid), C(C)(=O)Cl (acetyl chloride), C(CC)(=O)Cl (propionyl chloride), carboxylic acid. Reaction SMILES: [C:1]([Cl:5])(=[O:4])[CH2:2][CH3:3].C(O)(=[O:8])C>>[C:1]([OH:4])(=[O:8])[CH2:2][CH3:3].[C:1]([Cl:5])(=[O:4])[CH3:2].[C:1]([Cl:5])(=[O:4])[CH2:2][CH3:3]. Procedure: If X is the carboxyl group O—C(O)—R5, carboxylic anhydrides are obtained. If R1 and R5 are each methyl, acetic anhydride is obtained, this being prepared industrially from acetic acid via the dehydration to give the ketene and subsequent addition of acetic acid (Weissermel, Arpe, Industrielle organische Chemie, 3rd edition, VCH, 1988, pages 193-194). Propionic anhydride can be obtained from propionic acid by dewatering, or by reaction with propionyl chloride. Mixed anhydrides in which R5 is not ... Starting materials: CCOC(=O)C (EtOAc), C1=CC=CC=2C3=CC=CC=C3NC12 (9H-carbazole), BrCCCBr (1,3-dibromopropane), [H-].[Na+] (NaH). Solvent: C1CCOC1 (THF). Run at temperature 30 celsius, time 30 minute. Yields the product BrCCCN1C2=CC=CC=C2C=2C=CC=CC12 (9-(3-bromopropyl)-9H-carbazole). Isolated yield 115.9%. RXN SMILES: [CH:1]1[C:13]2[NH:12][C:11]3[C:6](=[CH:7][CH:8]=[CH:9][CH:10]=3)[C:5]=2[CH:4]=[CH:3][CH:2]=1.[H-].[Na+].[Br:16][CH2:17][CH2:18][CH2:19]Br.CCOC(C)=O>C1COCC1>[Br:16][CH2:17][CH2:18][CH2:19][N:12]1[C:11]2[CH:10]=[CH:9][CH:8]=[CH:7][C:6]=2[C:5]2[C:13]1=[CH:1][CH:2]=[CH:3][CH:4]=2 |f:1.2|. Procedure: A 250-mL round-bottomed flask was charged with a solution of 9H-carbazole (5 g, 29.94 mmol, 1.00 equiv) in THF (200 mL). To this was added NaH (1.8 g, 75.00 mmol, 1.50 equiv) in small portions at and allowed to stir for 30 minutes. To the mixture was added 1,3-dibromopropane (18 g, 89.55 mmol, 3.00 equiv) at −10° C. and warmed up to 30° C. in an oil bath for 30 minutes. The reaction progress was monitored by TLC (EtOAc:PE=1:5). Upon completion, the reaction was then quenched by the addition of w... Reactants: [Al+3], CC(=O)OC1C(O[Si](C)(C)C)C2C(CCC3CC(O[Si](C)(C)C(C)(C)C)CCC32C)C2CC3OC4(CCC(C)CO4)C(C)C3C21C, C1CCOC1, [Cl-], [H-], [H-], [H-], [H-], [Li+], [NH4+]. Yields the product CC1CCC2(OC1)OC1CC3C4CCC5CC(O[Si](C)(C)C(C)(C)C)CCC5(C)C4C(O[Si](C)(C)C)C(O)C3(C)C1C2C. As a reaction SMILES: [Al+3:48].[C:1]([CH3:2])([CH3:3])([CH3:4])[Si:5]([O:6][CH:7]1[CH2:8][CH:9]2[CH2:10][CH2:11][CH:12]3[CH:13]4[CH2:14][CH:15]5[CH:16]([CH:17]([CH3:18])[C:19]6([O:20]5)[CH2:21][CH2:22][CH:23]([CH3:24])[CH2:25][O:26]6)[C:27]4([CH3:44])[CH:28]([O:40][C:41](=[O:42])[CH3:43])[CH:29]([O:35][Si:36]([CH3:37])([CH3:38])[CH3:39])[CH:30]3[C:31]2([CH3:34])[CH2:32][CH2:33]1)([CH3:45])[CH3:46].[CH2:55]1[O:56][CH2:57][CH2:58][CH2:59]1.[Cl-:53].[H-:47].[H-:50].[H-:51].[H-:52].[Li+:49].[NH4+:54]>>[C:1]([CH3:2])([CH3:3])([CH3:4])[Si:5]([O:6][CH:7]1[CH2:8][CH:9]2[CH2:10][CH2:11][CH:12]3[CH:13]4[CH2:14][CH:15]5[CH:16]([CH:17]([CH3:18])[C:19]6([O:20]5)[CH2:21][CH2:22][CH:23]([CH3:24])[CH2:25][O:26]6)[C:27]4([CH3:44])[CH:28]([OH:40])[CH:29]([O:35][Si:36]([CH3:37])([CH3:38])[CH3:39])[CH:30]3[C:31]2([CH3:34])[CH2:32][CH2:33]1)([CH3:45])[CH3:46].